This data is from the Open Reaction Database (ORD), a public repository of structured organic reaction records. The task is: describe an organic reaction: reactants, conditions, products, and yield Starting materials: Cl (hydrochloric acid), C1=CC=CC=C1 (benzene), NC1=CC=C(C=C1)C1=NNC(CC2=C1C=C1C(=C2)OCO1)C (1-(4-aminophenyl)-4-methyl-7,8-methylenedioxy-3,4-dihydro-5H-2,3-benzodiazepine). Solvent: C(C)O (ethanol). Product: Cl.Cl.NC1=CC=C(C=C1)C1=NNC(CC2=C1C=C1C(=C2)OCO1)C (1-(4-aminophenyl)-4-methyl-7,8-methylenedioxy-3,4-dihydro-5H-2,3-benzodiazepine dihydrochloride). Reaction SMILES: [NH2:1][C:2]1[CH:7]=[CH:6][C:5]([C:8]2[C:14]3[CH:15]=[C:16]4[O:21][CH2:20][O:19][C:17]4=[CH:18][C:13]=3[CH2:12][CH:11]([CH3:22])[NH:10][N:9]=2)=[CH:4][CH:3]=1.[ClH:23].C1C=CC=CC=1>C(O)C>[ClH:23].[ClH:23].[NH2:1][C:2]1[CH:7]=[CH:6][C:5]([C:8]2[C:14]3[CH:15]=[C:16]4[O:21][CH2:20][O:19][C:17]4=[CH:18][C:13]=3[CH2:12][CH:11]([CH3:22])[NH:10][N:9]=2)=[CH:4][CH:3]=1 |f:4.5.6|. Procedure: 2.95 g (0.01 mole) of 1-(4-aminophenyl)-4-methyl-7,8-methylenedioxy-3,4-dihydro-5H-2,3-benzodiazepine is dissolved in 50 ml of 99.5% ethanol heated to boiling, then 1.77 ml (0.022 moles) of concentrated hydrochloric acid and 50 ml of benzene are added, and the solvent of the yellow reaction mixture is evaporated under reduced pressure. The residue is taken up in 20 ml of isopropanol, filtered off and dried at 60°-80° C. the crude product (3.7 g; decomposing and getting charred over 223° C.) is s...